This data is from the Open Reaction Database (ORD), a public repository of structured organic reaction records. The task is: describe an organic reaction: reactants, conditions, products, and yield The reactants are ClB.CSC (Monochloroborane methyl sulfide), C[SiH](C)CC[Si](CCCCCCC=C)(C)C (8-(Dimethylsilanylmethyltrimethylsilanyl)oct-1-ene), OO (hydrogen peroxide). The solvent is C1CCOC1 (THF). Reaction conditions: temperature 0 celsius, time 24 hour. The product is C[SiH](C)CC[Si](CCCCCCCCO)(C)C (8-(Dimethylsilanylmethyltrimethylsilanyl)octan-1-ol). As a reaction SMILES: ClB.CSC.[CH3:6][SiH:7]([CH2:9][CH2:10][Si:11]([CH3:21])([CH3:20])[CH2:12][CH2:13][CH2:14][CH2:15][CH2:16][CH2:17][CH:18]=[CH2:19])[CH3:8].[OH:22]O>C1COCC1>[CH3:6][SiH:7]([CH2:9][CH2:10][Si:11]([CH3:21])([CH3:20])[CH2:12][CH2:13][CH2:14][CH2:15][CH2:16][CH2:17][CH2:18][CH2:19][OH:22])[CH3:8] |f:0.1|. Reported procedure: Monochloroborane-methyl sulfide (1.10 ml, 1.16 g, 10.5 mmol) was added dropwise to a stirred, cooled (0° C.) solution of compound 9 (2.56 g, 10.0 mmol) in THF (30 ml). The reaction mixture was stirred at 0° C. for 24 h, and a solution of hydrogen peroxide (10 ml, 30% in water) added dropwise and the reaction mixture stirred at 0° C. for 4 h, washed with water and the organic layer extracted into hexane/ethyl acetate (3×30 ml, 1:1). The combined extracts were washed with brine, dried (MgS04) and ...